From a dataset of the Open Reaction Database (ORD), a public repository of structured organic reaction records. describe an organic reaction: reactants, conditions, products, and yield Starting materials: C1=CC=CC=2C(C3=C(CCC21)C=CC=C3)CC(=O)N(C)OC (2-(10,11-dihydro-5H-dibenzo[a,d]cyclohepten-5-yl)-N-methoxy-N-methyl-acetamide), IC1=CC=NC=C1 (4-iodopyridine). Yields the product C1=CC=CC=2C(C3=C(CCC21)C=CC=C3)CC(=O)C3=CC=NC=C3 (2-(10,11-Dihydro-5H-dibenzo[a,d]cyclohepten-5-yl)-1-pyridin-4-yl-ethanone). RXN SMILES: [CH:1]1[C:11]2[CH2:10][CH2:9][C:8]3[CH:12]=[CH:13][CH:14]=[CH:15][C:7]=3[CH:6]([CH2:16][C:17](N(OC)C)=[O:18])[C:5]=2[CH:4]=[CH:3][CH:2]=1.I[C:24]1[CH:29]=[CH:28][N:27]=[CH:26][CH:25]=1>>[CH:1]1[C:11]2[CH2:10][CH2:9][C:8]3[CH:12]=[CH:13][CH:14]=[CH:15][C:7]=3[CH:6]([CH2:16][C:17]([C:24]3[CH:29]=[CH:28][N:27]=[CH:26][CH:25]=3)=[O:18])[C:5]=2[CH:4]=[CH:3][CH:2]=1. Reported procedure: In analogy to example 55, step 2, from 2-(10,11-dihydro-5H-dibenzo[a,d]cyclohepten-5-yl)-N-methoxy-N-methyl-acetamide and 4-iodopyridine was prepared the title compound as a white solid, MS (ESI+): m/z=314.1 ([M+H]+). The reactants are O=C([O-])O, COc1ccccc1-c1nn(C2CCCCO2)c2ccc(C#N)cc12, Cl, [Na+], C1CCOC1. The product is COc1ccccc1-c1n[nH]c2ccc(C#N)cc12. As a reaction SMILES: [C:27](=[O:28])([OH:29])[O-:30].[CH3:1][O:2][c:3]1[c:4](-[c:9]2[n:10][n:11]([CH:20]3[CH2:21][CH2:22][CH2:23][CH2:24][O:25]3)[c:12]3[cH:13][cH:14][c:15]([C:18]#[N:19])[cH:16][c:17]23)[cH:5][cH:6][cH:7][cH:8]1.[ClH:26].[Na+:31].[O:32]1[CH2:33][CH2:34][CH2:35][CH2:36]1>>[CH3:1][O:2][c:3]1[c:4](-[c:9]2[n:10][nH:11][c:12]3[cH:13][cH:14][c:15]([C:18]#[N:19])[cH:16][c:17]23)[cH:5][cH:6][cH:7][cH:8]1.